From a dataset of the Open Reaction Database (ORD), a public repository of structured organic reaction records. describe an organic reaction: reactants, conditions, products, and yield Starting materials: C(C1=CC=CC=C1)=O (benzaldehyde), N1(C=NC=C1)CCOC=1C=C2CCCC(C2=CC1)=O (6-(2-imidazole-1-yl-ethoxy)-3,4-dihydro-2H-naphthalen-1-one). Solvent: [OH-].[K+] (KOH), CCO (EtOH). The product is C(C1=CC=CC=C1)=C1C(C2=CC=C(C=C2CC1)OCCN1C=NC=C1)=O (2-Benzylidene-6-(2-imidazole-1-yl-ethoxy)-3,4-dihydro-2H-naphthalen-1-one). Yield: 87.8%. As a reaction SMILES: [N:1]1([CH2:6][CH2:7][O:8][C:9]2[CH:10]=[C:11]3[C:16](=[CH:17][CH:18]=2)[C:15](=[O:19])[CH2:14][CH2:13][CH2:12]3)[CH:5]=[CH:4][N:3]=[CH:2]1.[CH:20](=O)[C:21]1[CH:26]=[CH:25][CH:24]=[CH:23][CH:22]=1>[OH-].[K+].CCO>[CH:20](=[C:14]1[CH2:13][CH2:12][C:11]2[C:16](=[CH:17][CH:18]=[C:9]([O:8][CH2:7][CH2:6][N:1]3[CH:5]=[CH:4][N:3]=[CH:2]3)[CH:10]=2)[C:15]1=[O:19])[C:21]1[CH:26]=[CH:25][CH:24]=[CH:23][CH:22]=1 |f:2.3|. Procedure details: According to the method of Example 8, 6-(2-imidazole-1-yl-ethoxy)-3,4-dihydro-2H-naphthalen-1-one (0.505 g, 1.97 mmol) was reacted with benzaldehyde (0.312 g, 2.94 mmol) in 3.0 mL of 4% KOH in EtOH overnight at room temperature to afford 0.596 g (88%) of the title compound as a cream-colored solid: CI-MS m/e 344 (M+), 345 (M+ +1); The reactants are [Cl-].[Al+3].[Cl-].[Cl-] (Aluminum chloride), Cl (hydrochloric acid), C(CC)(=O)NC1=CC=CC=C1 (propionanilide), C(CC)(=O)Cl (propionyl chloride). Run in C(=S)=S (carbon disulphide). Yields the product C(CC)(=O)NC1=CC=C(C=C1)C(CC)=O (1-(4'-propionamidophenyl)-propan-1-one). Isolated yield 51.9%. Reaction SMILES: [Cl-].[Al+3].[Cl-].[Cl-].[C:5]([NH:9][C:10]1[CH:15]=[CH:14][CH:13]=[CH:12][CH:11]=1)(=[O:8])[CH2:6][CH3:7].[C:16](Cl)(=[O:19])[CH2:17][CH3:18].Cl>C(=S)=S>[C:5]([NH:9][C:10]1[CH:15]=[CH:14][C:13]([C:16](=[O:19])[CH2:17][CH3:18])=[CH:12][CH:11]=1)(=[O:8])[CH2:6][CH3:7] |f:0.1.2.3|. Reported procedure: Aluminum chloride (600 g, 4.50 mol) is added in portion to a cold (0°-10° C.) stirred solution of propionanilide (230 g, 1.54 mol) and of propionyl chloride (297 g, 3.2 mol) in carbon disulphide (600 ml). The reaction mixture is heated at reflux for 24 h. It is poured into a mixture of hydrochloric acid and crushed ice, and extracted with methylene chloride. The organic phase is washed with a 1% sodium hydrogen carbonate solution, with water, dried (Na2SO4) and filtered. Evaporation of the solve... The reactants are ClC1=NC(=NC(=C1)N1CCN(CC1)C)C1=CC=CC=C1 (4-chloro-6-(4-methyl-1-piperazinyl)-2-phenylpyrimidine), ClC1=CC=C(C=C1)S (p-chlorothiophenol). Reaction conditions: temperature 160 celsius. Yields the product ClC1=CC=C(C=C1)SC1=NC(=NC(=C1)N1CCN(CC1)C)C1=CC=CC=C1 (4-(4-chlorophenylthio)-6-(4-methyl-1-piperazinyl)-2-phenylpyrimidine). Reaction SMILES: Cl[C:2]1[CH:7]=[C:6]([N:8]2[CH2:13][CH2:12][N:11]([CH3:14])[CH2:10][CH2:9]2)[N:5]=[C:4]([C:15]2[CH:20]=[CH:19][CH:18]=[CH:17][CH:16]=2)[N:3]=1.[Cl:21][C:22]1[CH:27]=[CH:26][C:25]([SH:28])=[CH:24][CH:23]=1>>[Cl:21][C:22]1[CH:27]=[CH:26][C:25]([S:28][C:2]2[CH:7]=[C:6]([N:8]3[CH2:13][CH2:12][N:11]([CH3:14])[CH2:10][CH2:9]3)[N:5]=[C:4]([C:15]3[CH:20]=[CH:19][CH:18]=[CH:17][CH:16]=3)[N:3]=2)=[CH:24][CH:23]=1. Procedure details: A well blended mixture of the above prepared 4-chloro-6-(4-methyl-1-piperazinyl)-2-phenylpyrimidine (2.0 g.) and 5.0 g. of p-chlorothiophenol is heated in an oil bath maintaining the temperature at 160°C. for 3 hours. After being cooled to room temperature, the reaction mixture is triturated with 60 ml. of 30°/o sodium hydroxide. The product is collected on a sintered glass funnel and washed with water repeatedly. It amounted to 2.9 g. and melted at 145°-150°C. Upon recrystallization from absolu... Reactants: C1CCOC1, CO, COC(=O)c1cccc(Cn2c(-c3ccc(Cl)cc3)nn(CC(=O)NC(C)(C)c3cccc(C(F)(F)F)c3)c2=O)c1, Cl, [Na+], [OH-], O. The product is CC(C)(NC(=O)Cn1nc(-c2ccc(Cl)cc2)n(Cc2cccc(C(=O)O)c2)c1=O)c1cccc(C(F)(F)F)c1. Reaction SMILES: [CH2:48]1[O:49][CH2:50][CH2:51][CH2:52]1.[CH3:46][OH:47].[Cl:1][c:2]1[cH:3][cH:4][c:5](-[c:8]2[n:9][n:10]([CH2:25][C:26](=[O:27])[NH:28][C:29]([CH3:30])([c:31]3[cH:32][c:33]([C:37]([F:38])([F:39])[F:40])[cH:34][cH:35][cH:36]3)[CH3:41])[c:11](=[O:24])[n:12]2[CH2:13][c:14]2[cH:15][c:16]([C:17](=[O:18])[O:19][CH3:20])[cH:21][cH:22][cH:23]2)[cH:6][cH:7]1.[ClH:45].[Na+:43].[OH-:42].[OH2:44]>>[Cl:1][c:2]1[cH:3][cH:4][c:5](-[c:8]2[n:9][n:10]([CH2:25][C:26](=[O:27])[NH:28][C:29]([CH3:30])([c:31]3[cH:32][c:33]([C:37]([F:38])([F:39])[F:40])[cH:34][cH:35][cH:36]3)[CH3:41])[c:11](=[O:24])[n:12]2[CH2:13][c:14]2[cH:15][c:16]([C:17](=[O:18])[OH:19])[cH:21][cH:22][cH:23]2)[cH:6][cH:7]1. Reactants: NaIO4, O (H2O), CC(=O)C (acetone), C(C)C1C(CC(C(C(OC(C2CCCCN2C(C(C2(C(CC(C(C(CC(CC(=C1)C)C)OC)O2)OC)C)O)=O)=O)=O)C(=CC2CC(C(CC2)(CCC=C)O[Si](CC)(CC)CC)OC)C)C)O[Si](C)(C)C(C)(C)C)=O (17-ethyl-1-hydroxy-12-[2'-(4"-triethylsilyloxy-4"-[but-3-en-1-yl]-3"-methoxycyclohexyl)-1'-methylvinyl]-14-t-butyl-dimethylsilyloxy-23,25-dimethoxy-13,19,21,27-tetramethyl-11,28-dioxa-4-azatricyclo[22.3.1.04,9 ]octacos-18-ene-2,3,10,16-tetraone), C[N+]1(CCOCC1)[O-] (N-methylmorpholine-N-oxide), CC(=O)C (acetone). Reagents/catalysts: O=[Os](=O)(=O)=O (OsO4). The solvent is hexanes, hexanes, C1CCOC1 (THF), OS(=O)(=O)[O-].[Na+] (NaHSO4). Reaction conditions: time 6 hour. The product is C(C)C1C(CC(C(C(OC(C2CCCCN2C(C(C2(C(CC(C(C(CC(CC(=C1)C)C)OC)O2)OC)C)O)=O)=O)=O)C(=CC2CC(C(CC2)(CCC=O)O[Si](CC)(CC)CC)OC)C)C)O[Si](C)(C)C(C)(C)C)=O (17-Ethyl-1-hydroxy-12-[2'-(4"-triethylsilyloxy-4"-[3-oxoprop-1-yl]-3"-methoxycyclohexyl)-1'-methylvinyl]-14-t-butyl-dimethylsilyloxy-23,25-dimethoxy-13,19,21,27-tetramethyl-11,28-dioxa-4-azatricyclo[22.3.1.04,9 ]octacos-18-ene-2,3,10,16-tetraone). As a reaction SMILES: [CH2:1]([CH:3]1[CH:29]=[C:28]([CH3:30])[CH2:27][CH:26]([CH3:31])[CH2:25][CH:24]([O:32][CH3:33])[CH:23]2[O:34][C:19]([OH:38])([CH:20]([CH3:37])[CH2:21][CH:22]2[O:35][CH3:36])[C:18](=[O:39])[C:17](=[O:40])[N:16]2[CH:11]([CH2:12][CH2:13][CH2:14][CH2:15]2)[C:10](=[O:41])O[CH:8]([C:42]([CH3:64])=[CH:43][CH:44]2[CH2:49][CH2:48][C:47]([O:54][Si:55]([CH2:60][CH3:61])([CH2:58][CH3:59])[CH2:56][CH3:57])([CH2:50][CH2:51][CH:52]=C)[CH:46]([O:62][CH3:63])[CH2:45]2)[CH:7]([CH3:65])[CH:6]([O:66][Si:67]([C:70]([CH3:73])([CH3:72])[CH3:71])([CH3:69])[CH3:68])[CH2:5][C:4]1=[O:74])[CH3:2].C[N+]1([O-])CC[O:79]CC1.CC(C)=O.[OH2:87]>C1COCC1.OS([O-])(=O)=O.[Na+].O=[Os](=O)(=O)=O>[CH2:1]([CH:3]1[CH:29]=[C:28]([CH3:30])[CH2:27][CH:26]([CH3:31])[CH2:25][CH:24]([O:32][CH3:33])[CH:23]2[O:34][C:19]([OH:38])([CH:20]([CH3:37])[CH2:21][CH:22]2[O:35][CH3:36])[C:18](=[O:39])[C:17](=[O:40])[N:16]2[CH:11]([CH2:12][CH2:13][CH2:14][CH2:15]2)[C:10](=[O:41])[O:87][CH:8]([C:42]([CH3:64])=[CH:43][CH:44]2[CH2:49][CH2:48][C:47]([O:54][Si:55]([CH2:58][CH3:59])([CH2:56][CH3:57])[CH2:60][CH3:61])([CH2:50][CH2:51][CH:52]=[O:79])[CH:46]([O:62][CH3:63])[CH2:45]2)[CH:7]([CH3:65])[CH:6]([O:66][Si:67]([C:70]([CH3:71])([CH3:72])[CH3:73])([CH3:69])[CH3:68])[CH2:5][C:4]1=[O:74])[CH3:2] |f:5.6|. Procedure details: To a solution of 17-ethyl-1-hydroxy-12-[2'-(4"-triethylsilyloxy-4"-[but-3-en-1-yl]-3"-methoxycyclohexyl)-1'-methylvinyl]-14-t-butyl-dimethylsilyloxy-23,25-dimethoxy-13,19,21,27-tetramethyl-11,28-dioxa-4-azatricyclo[22.3.1.04,9 ]octacos-18-ene-2,3,10,16-tetraone (1gm, 0.9 mmole) in THF (50 mL) was added OsO4 (0.15 M in THF, 0.6 mL, 0.09 mmole) and N-methylmorpholine-N-oxide (0.21 gm, 1.8 mmole). The reaction mixture was stirred for 6 hr at room temperature while monitoring the reaction progress b... The reactants are [H-].[H-].[H-].[H-].[Li+].[Al+3] (LAH), ClC1=NSC(=C1COC1=C(C(=C(C=C1)CCC(=O)OCC)F)F)C1=CC=C(C=C1)CC (ethyl 3-(4-((3-chloro-5-(4-ethylphenyl)isothiazol-4-yl)methoxy)-2,3-difluorophenyl)propanoate). The product is ClC1=NSC(=C1COC1=C(C(=C(C=C1)CCCO)F)F)C1=CC=C(C=C1)CC (3-(4-((3-chloro-5-(4-ethylphenyl)isothiazol-4-yl)methoxy)-2,3-difluorophenyl)propan-1-ol). As a reaction SMILES: [H-].[H-].[H-].[H-].[Li+].[Al+3].[Cl:7][C:8]1[C:12]([CH2:13][O:14][C:15]2[CH:20]=[CH:19][C:18]([CH2:21][CH2:22][C:23](OCC)=[O:24])=[C:17]([F:28])[C:16]=2[F:29])=[C:11]([C:30]2[CH:35]=[CH:34][C:33]([CH2:36][CH3:37])=[CH:32][CH:31]=2)[S:10][N:9]=1>>[Cl:7][C:8]1[C:12]([CH2:13][O:14][C:15]2[CH:20]=[CH:19][C:18]([CH2:21][CH2:22][CH2:23][OH:24])=[C:17]([F:28])[C:16]=2[F:29])=[C:11]([C:30]2[CH:31]=[CH:32][C:33]([CH2:36][CH3:37])=[CH:34][CH:35]=2)[S:10][N:9]=1 |f:0.1.2.3.4.5|. Reported procedure: The title compound was prepared according to the procedure described in Example 156 following Step 2 by LAH reduction of ethyl 3-(4-((3-chloro-5-(4-ethylphenyl)isothiazol-4-yl)methoxy)-2,3-difluorophenyl)propanoate to afford the desired product as an off-white solid. 1H NMR (400 MHz, CDCl3) δ 7.48 (d, J=8.8 Hz, 2H), 7.35 (d, J=8.5 Hz, 2H), 6.86 (t, J=9.0 Hz, 2H), 6.77 (t, J=9.2 Hz, 2H), 5.01 (s, 2H), 3.69 (t, J=8.5 Hz, 2H), 2.75 (m, 4H), 1.88 (m, 2H), 1.52 (br, s, 1H), 1.26 (t, J=9.0 Hz, 3H). The reactants are COC1=C(C=CC=C1)N1CCNCC1 (N-(2-methoxyphenyl)-piperazine), COC=1C=C(CCl)C=C(C1OC)OC (3,4,5-trimethoxybenzyl chloride), C(=O)([O-])[O-].[K+].[K+] (K2CO3). Product: Cl.Cl.COC=1C=C(CN2CCN(CC2)C2=C(C=CC=C2)OC)C=C(C1OC)OC (N-(3,4,5-trimethoxy-benzyl)-N'-(2-methoxyphenyl)-piperazine dihydrochloride). The yield is 112.3%. Reaction SMILES: [CH3:1][O:2][C:3]1[CH:8]=[CH:7][CH:6]=[CH:5][C:4]=1[N:9]1[CH2:14][CH2:13][NH:12][CH2:11][CH2:10]1.[CH3:15][O:16][C:17]1[CH:18]=[C:19]([CH:22]=[C:23]([O:27][CH3:28])[C:24]=1[O:25][CH3:26])[CH2:20][Cl:21].C([O-])([O-])=O.[K+].[K+]>>[ClH:21].[ClH:21].[CH3:28][O:27][C:23]1[CH:22]=[C:19]([CH:18]=[C:17]([O:16][CH3:15])[C:24]=1[O:25][CH3:26])[CH2:20][N:12]1[CH2:13][CH2:14][N:9]([C:4]2[CH:5]=[CH:6][CH:7]=[CH:8][C:3]=2[O:2][CH3:1])[CH2:10][CH2:11]1 |f:2.3.4,5.6.7|. Procedure: 3.85 g of N-(2-methoxyphenyl)-piperazine, 4.33 g of 3,4,5-trimethoxybenzyl chloride and 3.5 g of K2CO3 are reacted and processed according to example 2. 5.0 g of N-(3,4,5-trimethoxy-benzyl)-N'-(2-methoxyphenyl)-piperazine dihydrochloride is obtained. The reactants are O=C(O)c1cccc2c(=O)c3ccccc3[nH]c12, [K+], O=[N+]([O-])[O-], O. Product: O=C(O)c1cccc2c(=O)c3cc([N+](=O)[O-])ccc3[nH]c12. RXN SMILES: [C:1](=[O:2])([OH:3])[c:4]1[cH:5][cH:6][cH:7][c:8]2[c:9](=[O:18])[c:10]3[cH:11][cH:12][cH:13][cH:14][c:15]3[nH:16][c:17]12.[K+:23].[N+:19](=[O:20])([O-:21])[O-:22].[OH2:24]>>[C:1](=[O:2])([OH:3])[c:4]1[cH:5][cH:6][cH:7][c:8]2[c:9](=[O:18])[c:10]3[cH:11][c:12]([N+:19](=[O:20])[O-:21])[cH:13][cH:14][c:15]3[nH:16][c:17]12. The reactants are C(OC1=CC=C(C=C1)[N+](=O)[O-])(O[C@H](C(F)(F)F)C)=O (4-nitrophenyl (2S)-1,1,1-trifluoropropan-2-yl carbonate), N[C@@H]1C[C@@H](CN(C1)C1=NC(=CC(=N1)C)NC1=CC=NN1)C(=O)OC (methyl cis-5-amino-1-[4-methyl-6-(1H-pyrazol-5-ylamino)pyrimidin-2-yl]piperidine-3carboxylate). Run in C(Cl)(Cl)Cl (CHCl3), CCN(C(C)C)C(C)C (DIEA), C(Cl)(Cl)Cl (CHCl3). Conditions: time 2 hour. The product is CC1=NC(=NC(=C1)NC1=CC=NN1)N1C[C@H](C[C@H](C1)NC(=O)O[C@H](C(F)(F)F)C)C(=O)OC (methyl cis-1-[4-methyl-6-(1H-pyrazol-5-ylamino)pyrimidin-2-yl]-5-[({[(2S)-1,1,1-trifluoropropan-2-yl]oxy}carbonyl)amino]piperidine-3-carboxylate). As a reaction SMILES: [NH2:1][C@H:2]1[CH2:7][N:6]([C:8]2[N:13]=[C:12]([CH3:14])[CH:11]=[C:10]([NH:15][C:16]3[NH:20][N:19]=[CH:18][CH:17]=3)[N:9]=2)[CH2:5][C@@H:4]([C:21]([O:23][CH3:24])=[O:22])[CH2:3]1.[C:25](=O)([O:36][C@@H:37]([CH3:42])[C:38]([F:41])([F:40])[F:39])[O:26]C1C=CC([N+]([O-])=O)=CC=1>C(Cl)(Cl)Cl.CCN(C(C)C)C(C)C>[CH3:14][C:12]1[CH:11]=[C:10]([NH:15][C:16]2[NH:20][N:19]=[CH:18][CH:17]=2)[N:9]=[C:8]([N:6]2[CH2:7][C@H:2]([NH:1][C:25]([O:36][C@@H:37]([CH3:42])[C:38]([F:41])([F:40])[F:39])=[O:26])[CH2:3][C@H:4]([C:21]([O:23][CH3:24])=[O:22])[CH2:5]2)[N:13]=1. Reported procedure: The crude methyl cis-5-amino-1-[4-methyl-6-(1H-pyrazol-5-ylamino)pyrimidin-2-yl]piperidine-3-carboxylate prepared in Step 4 of Example 6 was dissolved into CHCl3 (6 ml). To the solution was added the solution of 4-nitrophenyl (2S)-1,1,1-trifluoropropan-2-yl carbonate (203.3 mg) in CHCl3 and DIEA (125.0 μl). After stirring at room temperature for 2 hours, the mixture was concentrated in vacuo. The residue was dissolved into EtOAc, poured into 1 M aqueous solution of NaOH and extracted with EtOAc....